The task is: describe an organic reaction: reactants, conditions, products, and yield. This data is from the Open Reaction Database (ORD), a public repository of structured organic reaction records. Starting materials: CC(C)(C)OC(=O)NS(=O)(=O)N(CC(=O)O)C1CCN(c2ccc3c(C(=O)NCC4CCCCC4)c(Cl)ccc3n2)C1, ClCCl, O=C(O)C(F)(F)F. Yields the product O=C1CN(C2CCN(c3ccc4c(C(=O)NCC5CCCCC5)c(Cl)ccc4n3)C2)S(=O)(=O)N1. As a reaction SMILES: [Cl:1][c:2]1[c:3]([C:33](=[O:34])[NH:35][CH2:36][CH:37]2[CH2:38][CH2:39][CH2:40][CH2:41][CH2:42]2)[c:4]2[cH:5][cH:6][c:7]([N:12]3[CH2:13][CH:14]([N:17]([CH2:18][C:30]([OH:31])=[O:32])[S:22](=[O:23])(=[O:24])[NH:25][C:26]([O:28][C:19]([CH3:20])([CH3:21])[CH3:27])=[O:29])[CH2:15][CH2:16]3)[n:8][c:9]2[cH:10][cH:11]1.[Cl:50][CH2:51][Cl:52].[OH:43][C:44]([C:45]([F:46])([F:47])[F:48])=[O:49]>>[Cl:1][c:2]1[c:3]([C:33](=[O:34])[NH:35][CH2:36][CH:37]2[CH2:38][CH2:39][CH2:40][CH2:41][CH2:42]2)[c:4]2[cH:5][cH:6][c:7]([N:12]3[CH2:13][CH:14]([N:17]4[CH2:18][C:26](=[O:28])[NH:25][S:22]4(=[O:23])=[O:24])[CH2:15][CH2:16]3)[n:8][c:9]2[cH:10][cH:11]1. The reactants are FC=1C=C(CNC(=O)C2=C(N(C3=CC=C(C=C23)[N+](=O)[O-])CC2=CC=CC=C2)C)C=CC1F (1-benzyl-2-methyl-5-nitro-1H-indole-3-carboxylic acid, 3,4-difluorobenzylamide), FC=1C=C(CNC(=O)C2=C(N(C3=CC=C(C=C23)[N+](=O)[O-])CC2=CC=CC=C2)C)C=CC1F (1-benzyl-2-methyl-5-nitro-1H-indole-3-carboxylic acid, 3,4-difluorobenzylamide). The reagents and catalysts are [Pd] (Pd—C). Run in CO (MeOH), CCOC(=O)C (EtOAc). Reaction conditions: time 24 hour. The product is FC=1C=C(CNC(=O)C2=C(N(C3=CC=C(C=C23)N)CC2=CC=CC=C2)C)C=CC1F (5-amino-1-benzyl-2-methyl-1H-indole-3-carboxylic acid, 3,4-difluorobenzylamide). Isolated yield 104.3%. Reaction SMILES: [F:1][C:2]1[CH:3]=[C:4]([CH:29]=[CH:30][C:31]=1[F:32])[CH2:5][NH:6][C:7]([C:9]1[C:17]2[C:12](=[CH:13][CH:14]=[C:15]([N+:18]([O-])=O)[CH:16]=2)[N:11]([CH2:21][C:22]2[CH:27]=[CH:26][CH:25]=[CH:24][CH:23]=2)[C:10]=1[CH3:28])=[O:8]>CO.CCOC(C)=O.[Pd]>[F:1][C:2]1[CH:3]=[C:4]([CH:29]=[CH:30][C:31]=1[F:32])[CH2:5][NH:6][C:7]([C:9]1[C:17]2[C:12](=[CH:13][CH:14]=[C:15]([NH2:18])[CH:16]=2)[N:11]([CH2:21][C:22]2[CH:27]=[CH:26][CH:25]=[CH:24][CH:23]=2)[C:10]=1[CH3:28])=[O:8]. Reported procedure: To a solution of 1-benzyl-2-methyl-5-nitro-1H-indole-3-carboxylic acid, 3,4-difluorobenzylamide (Compound 45, 97 mg, 0.22 mmol) in MeOH (20 ml) and EtOAc (20 ml) was added Pd—C (10%, 47 mg, 0.045 mmol). The reaction was stirred under hydrogen for 24 h, filtered through Celite, washed with MeOH-EtOAc (1:1) to yield 5-amino-1-benzyl-2-methyl-1H-indole-3-carboxylic acid, 3,4-difluorobenzylamide (Compound 46) as a white solid (93 mg, 100%). Starting materials: FC(C1=CC=C(OC2CNC2)C=C1)(F)F (3-[4-(trifluoromethyl)phenoxy]azetidine), C(C)N=C=O (ethyl isocyanate). The solvent is C(C)(C)OC(C)C (isopropyl ether). Conditions: time 2 hour. Product: C(C)NC(=O)N1CC(C1)OC1=CC=C(C=C1)C(F)(F)F (N-Ethyl-3-[4-(trifluoromethyl)phenoxy]-1-azetidinecarboxamide). Isolated yield 42.8%. RXN SMILES: [F:1][C:2]([F:15])([F:14])[C:3]1[CH:13]=[CH:12][C:6]([O:7][CH:8]2[CH2:11][NH:10][CH2:9]2)=[CH:5][CH:4]=1.[CH2:16]([N:18]=[C:19]=[O:20])[CH3:17]>C(OC(C)C)(C)C>[CH2:16]([NH:18][C:19]([N:10]1[CH2:9][CH:8]([O:7][C:6]2[CH:5]=[CH:4][C:3]([C:2]([F:1])([F:14])[F:15])=[CH:13][CH:12]=2)[CH2:11]1)=[O:20])[CH3:17]. Reported procedure: A solution of 6.5 g (0.03 mole) of crude 3-[4-(trifluoromethyl)phenoxy]azetidine in 50 ml of isopropyl ether was stirred under a blanket of nitrogen while 2.85 g (0.04 mole) of ethyl isocyanate was added dropwise. After stirring for 2 hr at ambient temperature, a solid began to precipitate, and after 4 hr, the solid was collected by filtration to yield 3.7 g of beige product, m.p. 94°-96° C. Rework of the filtrate gave only a trace of additional product. The product was recrystallized from isopr... Starting materials: BrC=1C=C(CBr)C=CC1 (3-bromobenzyl bromide), BrC=1C=C(C=CC1)CN1N=C(C(=C(C1=O)C(=O)OCC)O)C(C)C (Ethyl 2-[(3-bromophenyl)methyl]-5-hydroxy-6-(1-methylethyl)-3-oxo-2,3-dihydro-4-pyridazinecarboxylate), OC1=C(C(NN=C1C(C)C)=O)C(=O)OCC (ethyl 5-hydroxy-6-(1-methylethyl)-3-oxo-2,3-dihydro-4-pyridazinecarboxylate), [H-].[Na+] (sodium hydride), CN(C=O)C (N,N-Dimethylformamide). Conditions: time 45 minute. Product: BrC=1C=C(C=CC1)CN1N=C(C(=C(C1=O)C(=O)NCC(=O)O)O)C(C)C (N-{[2-[(3-Bromophenyl)methyl]-5-hydroxy-6-(1-methylethyl)-3-oxo-2,3-dihydro-4-pyridazinyl]carbonyl}glycine), BrC=1C=C(C=CC1)CN1N=C(C(=C(C1=O)C(=O)OCC)O)C(C)C (ethyl 2-[(3-bromophenyl)methyl]-5-hydroxy-6-(1-methylethyl)-3-oxo-2,3-dihydro-4-pyridazinecarboxylate). Isolated yield 13.6%. Reaction SMILES: [Br:1][C:2]1[CH:3]=[C:4]([CH2:8][N:9]2[C:14](=[O:15])[C:13]([C:16]([O:18][CH2:19][CH3:20])=[O:17])=[C:12]([OH:21])[C:11]([CH:22]([CH3:24])[CH3:23])=[N:10]2)[CH:5]=[CH:6][CH:7]=1.OC1C(C(C)C)=NNC(=O)[C:27]=1[C:36]([O:38]CC)=[O:37].[H-].[Na+].BrC1C=C(C=CC=1)CBr.C[N:53](C)C=O>>[Br:1][C:2]1[CH:3]=[C:4]([CH2:8][N:9]2[C:14](=[O:15])[C:13]([C:16]([NH:53][CH2:27][C:36]([OH:38])=[O:37])=[O:17])=[C:12]([OH:21])[C:11]([CH:22]([CH3:24])[CH3:23])=[N:10]2)[CH:5]=[CH:6][CH:7]=1.[Br:1][C:2]1[CH:3]=[C:4]([CH2:8][N:9]2[C:14](=[O:15])[C:13]([C:16]([O:18][CH2:19][CH3:20])=[O:17])=[C:12]([OH:21])[C:11]([CH:22]([CH3:23])[CH3:24])=[N:10]2)[CH:5]=[CH:6][CH:7]=1 |f:2.3|. Procedure details: Ethyl 2-[(3-bromophenyl)methyl]-5-hydroxy-6-(1-methylethyl)-3-oxo-2,3-dihydro-4-pyridazinecarboxylate. To a solution of ethyl 5-hydroxy-6-(1-methylethyl)-3-oxo-2,3-dihydro-4-pyridazinecarboxylate (example 46(a), 3 g, 13.26 mmol) in N,N-Dimethylformamide (DMF) (50 ml) at 0° C. was added sodium hydride (0.796 g, 19.89 mmol) in portions. The reaction mixture was stirred at room temperature for 45 minutes and then cooled back to 0° C. and 3-bromobenzyl bromide (3.31 g, 13.26 mmol) was added portionw...